Dataset: the Open Reaction Database (ORD), a public repository of structured organic reaction records. Task: describe an organic reaction: reactants, conditions, products, and yield Starting materials: CCOC(=O)Cn1nc(C(C)(C)C)cc1NC(=O)Oc1ccccc1, C1CCOC1, COc1cc2ncnc(Sc3cccc(N)c3)c2cc1OC, CCN(C(C)C)C(C)C. Product: CCOC(=O)Cn1nc(C(C)(C)C)cc1NC(=O)Nc1cccc(Sc2ncnc3cc(OC)c(OC)cc23)c1. As a reaction SMILES: [C:1]([CH3:2])([CH3:3])([CH3:4])[c:5]1[n:6][n:7]([CH2:20][C:21](=[O:22])[O:23][CH2:24][CH3:25])[c:8]([NH:10][C:11]([O:13][c:12]2[cH:14][cH:15][cH:16][cH:17][cH:18]2)=[O:19])[cH:9]1.[CH2:57]1[O:58][CH2:59][CH2:60][CH2:61]1.[CH3:26][O:27][c:28]1[cH:29][c:30]2[c:31]([S:40][c:41]3[cH:42][c:43]([NH2:44])[cH:45][cH:46][cH:47]3)[n:32][cH:33][n:34][c:35]2[cH:36][c:37]1[O:38][CH3:39].[CH:48]([N:49]([CH2:50][CH3:51])[CH:52]([CH3:53])[CH3:54])([CH3:55])[CH3:56]>>[C:1]([CH3:2])([CH3:3])([CH3:4])[c:5]1[n:6][n:7]([CH2:20][C:21](=[O:22])[O:23][CH2:24][CH3:25])[c:8]([NH:10][C:11](=[O:13])[NH:44][c:43]2[cH:42][c:41]([S:40][c:31]3[c:30]4[cH:29][c:28]([O:27][CH3:26])[c:37]([O:38][CH3:39])[cH:36][c:35]4[n:34][cH:33][n:32]3)[cH:47][cH:46][cH:45]2)[cH:9]1. The reactants are Cc1cc(N)cc(Br)c1, CC(=O)O, CC(C)c1ccnc(Cl)n1, C1COCCO1. The product is Cc1cc(Br)cc(Nc2nccc(C(C)C)n2)c1. As a reaction SMILES: [Br:15][c:16]1[cH:17][c:18]([NH2:19])[cH:20][c:21]([CH3:23])[cH:22]1.[CH3:1][C:2](=[O:3])[OH:4].[Cl:5][c:6]1[n:7][cH:8][cH:9][c:10]([CH:12]([CH3:13])[CH3:14])[n:11]1.[O:24]1[CH2:25][CH2:26][O:27][CH2:28][CH2:29]1>>[c:6]1([NH:19][c:18]2[cH:17][c:16]([Br:15])[cH:22][c:21]([CH3:23])[cH:20]2)[n:7][cH:8][cH:9][c:10]([CH:12]([CH3:13])[CH3:14])[n:11]1. Starting materials: ClC1=C(C=O)C=CC=C1 (2-chlorobenzaldehyde), C(C)OC(CC(=O)CN1C(C=2C(C1=O)=CC=CC2)=O)=O (phthalimidoacetoacetic acid ethyl ester), C(C)OC(\C=C(\C)/N)=O (β-aminocrotonic acid ethyl ester). Solvent: C(C)O (ethanol). The product is C(C)OC(=O)C1=C(NC(=C(C1C1=C(C=CC=C1)Cl)C(=O)OCC)C)CN1C(C=2C(C1=O)=CC=CC2)=O (2-Phthalimidomethyl-6-methyl-4-(2'-chlorophenyl)-1,4-dihydropyridine-3,5-dicarboxylic acid diethyl ester). Isolated yield 50.0%. Reaction SMILES: [Cl:1][C:2]1[CH:9]=[CH:8][CH:7]=[CH:6][C:3]=1[CH:4]=O.[CH2:10]([O:12][C:13](=[O:29])[CH2:14][C:15]([CH2:17][N:18]1[C:22](=[O:23])[C:21]2=[CH:24][CH:25]=[CH:26][CH:27]=[C:20]2[C:19]1=[O:28])=O)[CH3:11].[CH2:30]([O:32][C:33](=[O:38])/[CH:34]=[C:35](\[NH2:37])/[CH3:36])[CH3:31]>C(O)C>[CH2:10]([O:12][C:13]([C:14]1[CH:4]([C:3]2[CH:6]=[CH:7][CH:8]=[CH:9][C:2]=2[Cl:1])[C:34]([C:33]([O:32][CH2:30][CH3:31])=[O:38])=[C:35]([CH3:36])[NH:37][C:15]=1[CH2:17][N:18]1[C:22](=[O:23])[C:21]2=[CH:24][CH:25]=[CH:26][CH:27]=[C:20]2[C:19]1=[O:28])=[O:29])[CH3:11]. Procedure: 28 g of 2-chlorobenzaldehyde, 56 g of phthalimidoacetoacetic acid ethyl ester and 25.8 g of β-aminocrotonic acid ethyl ester in 250 ccs of ethanol are heated to the boil under reflux for about 70 hours, the mixture is allowed to cool, whilst stirring, and, after filtering, light yellow crystals of melting point 166° C. are obtained, yield: 50%. Reactants: IC1=CC=C(C=C1)CCCCCCCCCCCCCCCO (15-(p-iodophenyl)pentadecanol), IC1=CC=C(C=C1)CCCCCCCCCCCCCCCO (15-(p-iodophenyl)pentadecanol), S(=O)(=O)(C1=CC=C(C)C=C1)Cl (tosyl chloride). Procedure: A mixture of 15-(p-iodophenyl)pentadecanol (Compound II) (200 mg; 0.47 mmol), tosyl chloride (102 mg; 0.53 mmol) and 4-dimethylaminopyridine (66 mg; 0.53 mmol) in dichloromethane (3 ml) was stirred at room temperature for 12 h. The reaction mixture was then partitioned between chloroform (40 ml), methanol (40 ml) and 0.1 N hydrochloric acid (36 ml). The chloroform layer was separated and extraction was repeated (2×40 ml of chloroform). Extracts were combined, dried (Na2SO4) and evaporated. The r... Solvent: ClCCl (dichloromethane). Reaction SMILES: [I:1][C:2]1[CH:7]=[CH:6][C:5]([CH2:8][CH2:9][CH2:10][CH2:11][CH2:12][CH2:13][CH2:14][CH2:15][CH2:16][CH2:17][CH2:18][CH2:19][CH2:20][CH2:21][CH2:22][OH:23])=[CH:4][CH:3]=1.[S:24](Cl)([C:27]1[CH:33]=[CH:32][C:30]([CH3:31])=[CH:29][CH:28]=1)(=[O:26])=[O:25]>CN(C)C1C=CN=CC=1.ClCCl>[S:24]([C:27]1[CH:33]=[CH:32][C:30]([CH3:31])=[CH:29][CH:28]=1)([O:23][CH2:22][CH2:21][CH2:20][CH2:19][CH2:18][CH2:17][CH2:16][CH2:15][CH2:14][CH2:13][CH2:12][CH2:11][CH2:10][CH2:9][CH2:8][C:5]1[CH:4]=[CH:3][C:2]([I:1])=[CH:7][CH:6]=1)(=[O:26])=[O:25]. Yield: 94.3%. Yields the product Compound III, S(=O)(=O)(OCCCCCCCCCCCCCCCC1=CC=C(C=C1)I)C1=CC=C(C)C=C1 (15-(p-Iodophenyl)pentadecyl tosylate). Conditions: time 12 hour. The reagents and catalysts are CN(C1=CC=NC=C1)C (4-dimethylaminopyridine). Reactants: 100, CC1(C=COC2=C(C=CC3=C2NC(=O)[C@@]34C[C@@]56CN7CCCC[C@]7(C[C@@H]5C4(C)C)C(=O)N6C)O1)C (Marcfortine A), C(Cl)Cl (CH2Cl2). Solvent: CN(C)C=O (DMF). Conditions: temperature 28 celsius, time 48 hour. The product is CC1(C=COC2=C(O1)C=CC3=C2NC(=O)[C@@]34C[C@@]56CN7CCCC[C@]7(C[C@H]5C4(C)C)C(=O)N6)C (Marcfortine B). Reaction SMILES: [CH3:1][C:2]1([CH3:35])[O:34][C:7]2[CH:8]=[CH:9][C:10]3[C@@:15]4([C:27]([CH3:29])([CH3:28])[C@@H:26]5[C@@:17]6([N:32](C)[C:30](=[O:31])[C@:24]7([CH2:25]5)[N:19]([CH2:20][CH2:21][CH2:22][CH2:23]7)[CH2:18]6)[CH2:16]4)[C:13](=[O:14])[NH:12][C:11]=3[C:6]=2[O:5][CH:4]=[CH:3]1.C(Cl)Cl>CN(C=O)C>[CH3:1][C:2]1([CH3:35])[O:34][C:7]2[CH:8]=[CH:9][C:10]3[C@@:15]4([C:27]([CH3:28])([CH3:29])[C@H:26]5[C@@:17]6([NH:32][C:30](=[O:31])[C@:24]7([CH2:25]5)[N:19]([CH2:20][CH2:21][CH2:22][CH2:23]7)[CH2:18]6)[CH2:16]4)[C:13](=[O:14])[NH:12][C:11]=3[C:6]=2[O:5][CH:4]=[CH:3]1. Reported procedure: The contents of 100 flasks, each containing 100 ml fermentation as described in the protocol for biotransformation and which had been shaken at 28° C. for 24-72 hours following addition of Marcfortine A (0.010 g per flask, 1 g total) in DMF (0.2 ml per flask, 20 ml total) are each treated with CH2Cl2 (100 ml). The contents are combined and stirred in a waring blender for 5 minutes. The mixture is centrifuged and the resulting aqueous layer is decanted. The organic layer is collected, dried (sodi... The reactants are BrC1=C(C=CC=C1)OC1=CC=CC=C1 (1-Bromo-2-phenoxybenzene), N1CCNCC1 (piperazine), CC(C)(C)[O-].[Na+] (NaOt-Bu). Reagents/catalysts: C=1C=CC(=CC1)/C=C/C(=O)/C=C/C2=CC=CC=C2.C=1C=CC(=CC1)/C=C/C(=O)/C=C/C2=CC=CC=C2.C=1C=CC(=CC1)/C=C/C(=O)/C=C/C2=CC=CC=C2.[Pd].[Pd] (Pd2(dba)3), C=1C=CC(=CC1)P(C=2C=CC=CC2)C3=CC=C4C=CC=CC4=C3C5=C6C=CC=CC6=CC=C5P(C=7C=CC=CC7)C=8C=CC=CC8 (BINAP). Run in C1(=CC=CC=C1)C (toluene), CCOC(=O)C (EtOAc). Conditions: temperature 100 celsius. Yields the product O(C1=CC=CC=C1)C1=C(C=CC=C1)N1CCNCC1 (1-(2-Phenoxyphenyl)piperazine). Yield: 64.2%. As a reaction SMILES: Br[C:2]1[CH:7]=[CH:6][CH:5]=[CH:4][C:3]=1[O:8][C:9]1[CH:14]=[CH:13][CH:12]=[CH:11][CH:10]=1.[NH:15]1[CH2:20][CH2:19][NH:18][CH2:17][CH2:16]1.CC([O-])(C)C.[Na+]>C1(C)C=CC=CC=1.CCOC(C)=O.C1C=CC(/C=C/C(/C=C/C2C=CC=CC=2)=O)=CC=1.C1C=CC(/C=C/C(/C=C/C2C=CC=CC=2)=O)=CC=1.C1C=CC(/C=C/C(/C=C/C2C=CC=CC=2)=O)=CC=1.[Pd].[Pd].C1C=CC(P(C2C(C3C(P(C4C=CC=CC=4)C4C=CC=CC=4)=CC=C4C=3C=CC=C4)=C3C(C=CC=C3)=CC=2)C2C=CC=CC=2)=CC=1>[O:8]([C:3]1[CH:4]=[CH:5][CH:6]=[CH:7][C:2]=1[N:15]1[CH2:20][CH2:19][NH:18][CH2:17][CH2:16]1)[C:9]1[CH:14]=[CH:13][CH:12]=[CH:11][CH:10]=1 |f:2.3,6.7.8.9.10|. Procedure details: 1-Bromo-2-phenoxybenzene (432 mg, 1.73 mmol), piperazine (299 mg, 3.47 mmol), Pd2(dba)3 (48 mg, 0.052 mmol), BINAP (54 mg, 0.087 mmol) and NaOt-Bu (249 mg, 2.60 mmol) were dissolved in toluene (10 mL) in a reaction vessel and refluxed at 100° C. for 20 hours. After the reaction was completed, the reaction mixture was diluted with EtOAc and filtered through Celite. The filtrate was concentrated under reduced pressure and the concentrate was purified by column chromatography (MC:mixture solution (... Starting materials: C, COCOc1c(C=O)cc(N2CCOC2=O)cc1OC, CC(=O)O, CCO, [Pd]. Yields the product COCOc1c(C)cc(N2CCOC2=O)cc1OC. RXN SMILES: [C:28].[CH3:1][O:2][c:3]1[c:4]([O:17][CH2:18][O:19][CH3:20])[c:5]([CH:6]=[O:7])[cH:8][c:9]([N:11]2[C:12](=[O:16])[O:13][CH2:14][CH2:15]2)[cH:10]1.[CH3:21][C:22](=[O:23])[OH:24].[CH3:25][CH2:26][OH:27].[Pd:29]>>[CH3:1][O:2][c:3]1[c:4]([O:17][CH2:18][O:19][CH3:20])[c:5]([CH3:6])[cH:8][c:9]([N:11]2[C:12](=[O:16])[O:13][CH2:14][CH2:15]2)[cH:10]1. The reactants are CCOC(=O)c1ccc(Oc2ccc(C=O)cc2)nc1, C1CCOC1, CO, CCOC(C)=O, Cl, [Na+], [OH-]. Yields the product O=Cc1ccc(Oc2ccc(C(=O)O)cn2)cc1. As a reaction SMILES: [CH2:1]([CH3:2])[O:3][C:4]([c:5]1[cH:6][n:7][c:8]([O:11][c:12]2[cH:13][cH:14][c:15]([CH:18]=[O:19])[cH:16][cH:17]2)[cH:9][cH:10]1)=[O:20].[CH2:32]1[O:33][CH2:34][CH2:35][CH2:36]1.[CH3:21][OH:22].[CH3:26][CH2:27][O:28][C:29](=[O:30])[CH3:31].[ClH:25].[Na+:24].[OH-:23]>>[O:3]=[C:4]([c:5]1[cH:6][n:7][c:8]([O:11][c:12]2[cH:13][cH:14][c:15]([CH:18]=[O:19])[cH:16][cH:17]2)[cH:9][cH:10]1)[OH:20]. The yield is 55.6%. As a reaction SMILES: [CH2:1]([O:5][CH2:6][CH2:7][O:8][C:9]1[CH:14]=[CH:13][C:12]([C:15]2[CH:16]=[CH:17][C:18]3[N:24]([CH2:25][CH:26]([CH3:28])[CH3:27])[CH2:23][CH2:22][C:21]([C:29](O)=[O:30])=[CH:20][C:19]=3[CH:32]=2)=[CH:11][CH:10]=1)[CH2:2][CH2:3][CH3:4].CN(C=O)C.S(Cl)(Cl)=O.[O:42]1[C:46]([CH2:47][S:48][C:49]2[CH:55]=[CH:54][C:52]([NH2:53])=[CH:51][CH:50]=2)=[CH:45][CH:44]=[N:43]1>O1CCCC1.O.C(N(CC)CC)C>[CH2:1]([O:5][CH2:6][CH2:7][O:8][C:9]1[CH:14]=[CH:13][C:12]([C:15]2[CH:16]=[CH:17][C:18]3[N:24]([CH2:25][CH:26]([CH3:28])[CH3:27])[CH2:23][CH2:22][C:21]([C:29]([NH:53][C:52]4[CH:54]=[CH:55][C:49]([S:48][CH2:47][C:46]5[O:42][N:43]=[CH:44][CH:45]=5)=[CH:50][CH:51]=4)=[O:30])=[CH:20][C:19]=3[CH:32]=2)=[CH:11][CH:10]=1)[CH2:2][CH2:3][CH3:4]. Procedure details: To a solution of 7-[4-(2-butoxyethoxy)phenyl]-1-isobutyl-2,3-dihydro-1-benzazepine-4-carboxylic acid (700 mg) in tetrahydrofuran (15 ml) was added one droplet of DMF. Then, thionyl chloride (0.15 ml) was added to the mixture at 0° C., and the mixture was allowed to be at room temperature and stirred for 1 hour under nitrogen atmosphere. This solution was added to a solution of 4-[(isoxazol-5-ylmethyl)sulfanyl]aniline (429 mg) and triethylamine (5.8 ml) in tetrahydrofuran (15 ml) at 0° C. The mix... Starting materials: O1N=CC=C1CSC1=CC=C(N)C=C1 (4-[(isoxazol-5-ylmethyl)sulfanyl]aniline), C(CCC)OCCOC1=CC=C(C=C1)C=1C=CC2=C(C=C(CCN2CC(C)C)C(=O)O)C1 (7-[4-(2-butoxyethoxy)phenyl]-1-isobutyl-2,3-dihydro-1-benzazepine-4-carboxylic acid), CN(C)C=O (DMF), S(=O)(Cl)Cl (thionyl chloride). Run in O1CCCC1 (tetrahydrofuran), C(C)N(CC)CC (triethylamine), O1CCCC1 (tetrahydrofuran), O (water). The product is C(CCC)OCCOC1=CC=C(C=C1)C=1C=CC2=C(C=C(CCN2CC(C)C)C(=O)NC2=CC=C(C=C2)SCC2=CC=NO2)C1 (7-[4-(2-butoxyethoxy)phenyl]-1-isobutyl-N-[4-[(isoxazol-5-ylmethyl)sulfanyl]phenyl]-2,3-dihydro-1-benzazepine-4-carboxamide). Reaction conditions: time 1 hour.